Dataset: the Open Reaction Database (ORD), a public repository of structured organic reaction records. Task: describe an organic reaction: reactants, conditions, products, and yield Starting materials: C(C)OC(=O)C=1C=NC2=C(C=CC=C2C1Cl)[N+](=O)[O-] (8-nitro-4-chloro-quinoline-3-carboxylic acid ethyl ester), C(C1=CC=CC=C1)N (benzylamine). Yields the product C(C)OC(=O)C=1C=NC2=C(C=CC=C2C1NCC1=CC=CC=C1)N (8-Amino-4-benzylamino-quinoline-3-carboxylic acid ethyl ester). RXN SMILES: [CH2:1]([O:3][C:4]([C:6]1[CH:7]=[N:8][C:9]2[C:14]([C:15]=1Cl)=[CH:13][CH:12]=[CH:11][C:10]=2[N+:17]([O-])=O)=[O:5])[CH3:2].[CH2:20]([NH2:27])[C:21]1[CH:26]=[CH:25][CH:24]=[CH:23][CH:22]=1>>[CH2:1]([O:3][C:4]([C:6]1[CH:7]=[N:8][C:9]2[C:14]([C:15]=1[NH:27][CH2:20][C:21]1[CH:26]=[CH:25][CH:24]=[CH:23][CH:22]=1)=[CH:13][CH:12]=[CH:11][C:10]=2[NH2:17])=[O:5])[CH3:2]. Procedure details: The compound prepared in Example 3 was reacted with benzylamine according to the method as described in Example 4 and the obtained compound was treated as described in Example 14 to prepare the title compound.